Dataset: the Open Reaction Database (ORD), a public repository of structured organic reaction records. Task: describe an organic reaction: reactants, conditions, products, and yield Starting materials: [H][H] (hydrogen), ClCC(CO)O (3-chloro-1,2-propanediol), Cl (hydrochloric acid), C(C1=CC=CC=C1)O (Benzyl alcohol), [H-].[Na+] (sodium hydride), CC(=O)C (acetone). Reagents/catalysts: C1(=CC=C(C=C1)S(=O)(=O)O)C (p-toluenesulfonic acid). The solvent is CN(C)C=O (DMF), C(C)N(CC)CC (triethylamine), CN(C)C=O (DMF). Run at temperature 60 celsius. The product is C(C1=CC=CC=C1)OCC1OC(OC1)(C)C (4-benzyloxymethyl-2,2-dimethyl-1,3-dioxolane). Isolated yield 52.0%. RXN SMILES: [CH2:1]([OH:8])[C:2]1[CH:7]=[CH:6][CH:5]=[CH:4][CH:3]=1.[H-].[Na+].[H][H].Cl[CH2:14][CH:15]([OH:18])[CH2:16][OH:17].Cl.[CH3:20][C:21]([CH3:23])=O>C1(C)C=CC(S(O)(=O)=O)=CC=1.C(N(CC)CC)C.CN(C=O)C>[CH2:1]([O:8][CH2:14][CH:15]1[CH2:16][O:17][C:21]([CH3:23])([CH3:20])[O:18]1)[C:2]1[CH:7]=[CH:6][CH:5]=[CH:4][CH:3]=1 |f:1.2|. Procedure details: Benzyl alcohol (21.93 g, 0.203 mol) was dropped under ice cooling in a suspension of 60% sodium hydride (3.92 g, 0.103 mol) and DMF (100 ml). After emission of hydrogen gas, therein a DMF solution (10 ml) of 3-chloro-1,2-propanediol (5.692 g, 0.052 mol) was dropped. The reaction temperature was raised to 60° C. and the mixture was stirred under heating for 2 hours. After completion of the reaction the reaction mixture was cooled on ice bath and neutralized with 6% hydrochloric acid. After remova... Reactants: O1CCCC1 (tetrahydrofuran), COC(=O)C1=CC2=C(N(C(N2)=O)C2CCC2)C=C1 (1-Cyclobutyl-2-oxo-2,3-dihydro-1H-benzoimidazole-5-carboxylic acid methyl ester), [BH4-].[Li+] (lithium borohydride). The solvent is CO (methanol). Run at temperature 65 celsius, time 0.5 hour. The product is C1(CCC1)N1C(N(C2=C1C=CC(=C2)CO)C)=O (1-Cyclobutyl-5-hydroxymethyl-3-methyl-1,3-dihydro-benzoimidazol-2-one). Reaction SMILES: O1CCC[CH2:2]1.CO[C:8]([C:10]1[CH:23]=[CH:22][C:13]2[N:14]([CH:18]3[CH2:21][CH2:20][CH2:19]3)[C:15](=[O:17])[NH:16][C:12]=2[CH:11]=1)=[O:9].[BH4-].[Li+]>CO>[CH:18]1([N:14]2[C:13]3[CH:22]=[CH:23][C:10]([CH2:8][OH:9])=[CH:11][C:12]=3[N:16]([CH3:2])[C:15]2=[O:17])[CH2:19][CH2:20][CH2:21]1 |f:2.3|. Procedure details: To a tetrahydrofuran (150 mL) solution of 1-Cyclobutyl-2-oxo-2,3-dihydro-1H-benzoimidazole-5-carboxylic acid methyl ester 16.35 g, 62.8 mmol) was added lithium borohydride (63 mL, 2.0 M in tetrahydrofuran). The mixture was heated to 65° C. then methanol (2.5 mL) was added. The reaction was complete after 0.5 hours and was cooled and extracted into ethyl acetate from saturated ammonium chloride. The organic layer was washed with water and brine, dried over sodium sulfate and concentrated to give ... Reactants: CC1=CC=CC=2N1N=C(N2)\C=C\C=2NC=C(N2)C=2OC(=CC2)C (5-Methyl-2-{(E)-2-[4-(5-methyl-furan-2-yl)-1H-imidazol-2-yl]-vinyl}-[1,2,4]triazolo[1,5-a]pyridine), [H][H] (hydrogen). Reagents/catalysts: [Pd] (palladium on carbon). Run in CO (methanol). The product is CC1=CC=CC=2N1N=C(N2)CCC=2NC=C(N2)C=2OC(=CC2)C (5-Methyl-2-{2-[4-(5-methyl-furan-2-yl)-1H-imidazol-2-yl]-ethyl}-[1,2,4]triazolo[1,5-a]pyridine). Isolated yield 27.9%. RXN SMILES: [CH3:1][C:2]1[N:7]2[N:8]=[C:9](/[CH:11]=[CH:12]/[C:13]3[NH:14][CH:15]=[C:16]([C:18]4[O:19][C:20]([CH3:23])=[CH:21][CH:22]=4)[N:17]=3)[N:10]=[C:6]2[CH:5]=[CH:4][CH:3]=1.[H][H]>CO.[Pd]>[CH3:1][C:2]1[N:7]2[N:8]=[C:9]([CH2:11][CH2:12][C:13]3[NH:14][CH:15]=[C:16]([C:18]4[O:19][C:20]([CH3:23])=[CH:21][CH:22]=4)[N:17]=3)[N:10]=[C:6]2[CH:5]=[CH:4][CH:3]=1. Procedure details: To a solution of 5-Methyl-2-{(E)-2-[4-(5-methyl-furan-2-yl)-1H-imidazol-2-yl]-vinyl}-[1,2,4]triazolo[1,5-a]pyridine (20 mg, 0.07 mmol) in methanol (20 mL) was added 10% palladium on carbon (20 mg). The reaction was shaken under 3 bar atmosphere of hydrogen overnight. Filtration and evaporation of the volatiles afforded the title compound (6 mg, 30%). LC-MS: m/z=308.3 (MH+), tR=0.41 minutes, method A.